This data is from the Open Reaction Database (ORD), a public repository of structured organic reaction records. The task is: describe an organic reaction: reactants, conditions, products, and yield Reported procedure: To a liquid prepared by dissolving with stirring 6.7 g (0.045 mol, 0.95 eq.) of 2-mercaptobenzimidazole and 52.5 g (0.273 mol, 5.8 eq.) of a 28% sodium methoxide solution in 350 mL of methanol, a liquid prepared by dissolving the whole amount of 4-octyloxy-2-chloromethyl-3-methylpyridine in 180 mL of methanol was added at 27° C. Subsequently, the mixture was heated to reflux for one hour and cooled, and then methanol was solid dried under reduced pressure. A brown oily residue resulting therefro... The reactants are SC=1NC2=C(N1)C=CC=C2 (2-mercaptobenzimidazole), C[O-].[Na+] (sodium methoxide), C(CCCCCCC)OC1=C(C(=NC=C1)CCl)C (4-octyloxy-2-chloromethyl-3-methylpyridine). The solvent is CO (methanol), CO (methanol), CO (methanol), C(C)(=O)OCC (ethyl acetate). Yields the product C(CCCCCCC)OC1=C(C(=NC=C1)CSC1=NC2=C(N1)C=CC=C2)C (2-[(4-n-octyloxy-3-methylpyridin-2-yl)-methylthio]-1H-benzimidazole). As a reaction SMILES: [SH:1][C:2]1[NH:3][C:4]2[CH:10]=[CH:9][CH:8]=[CH:7][C:5]=2[N:6]=1.C[O-].[Na+].[CH2:14]([O:22][C:23]1[CH:28]=[CH:27][N:26]=[C:25]([CH2:29]Cl)[C:24]=1[CH3:31])[CH2:15][CH2:16][CH2:17][CH2:18][CH2:19][CH2:20][CH3:21]>CO.C(OCC)(=O)C>[CH2:14]([O:22][C:23]1[CH:28]=[CH:27][N:26]=[C:25]([CH2:29][S:1][C:2]2[NH:6][C:5]3[CH:7]=[CH:8][CH:9]=[CH:10][C:4]=3[N:3]=2)[C:24]=1[CH3:31])[CH2:15][CH2:16][CH2:17][CH2:18][CH2:19][CH2:20][CH3:21] |f:1.2|. Yield: 32.2%. The reactants are ClCCCl, ClCCl, CNOC, CN1CCOCC1, CCOC(C)=O, Cl, O=C(O)C1(C(F)(F)F)CC1, O, Oc1cccc2[nH]nnc12. The product is CON(C)C(=O)C1(C(F)(F)F)CC1. As a reaction SMILES: [CH2:16]([Cl:17])[CH2:18][Cl:19].[CH2:38]([Cl:39])[Cl:40].[CH3:2][NH:3][O:4][CH3:5].[CH3:31][N:32]1[CH2:33][CH2:34][O:35][CH2:36][CH2:37]1.[CH3:41][CH2:42][O:43][C:44](=[O:45])[CH3:46].[ClH:1].[F:6][C:7]([C:8]1([C:11](=[O:12])[OH:13])[CH2:9][CH2:10]1)([F:14])[F:15].[OH2:20].[OH:21][c:22]1[c:23]2[n:24][n:25][nH:26][c:27]2[cH:28][cH:29][cH:30]1>>[CH3:2][N:3]([O:4][CH3:5])[C:11]([C:8]1([C:7]([F:6])([F:14])[F:15])[CH2:9][CH2:10]1)=[O:12]. Reactants: CC1(C)CNCCO1, O=CCO, ClCCCl. Yields the product CC1(C)CN(CCO)CCO1. Reaction SMILES: [CH3:1][C:2]1([CH3:8])[O:3][CH2:4][CH2:5][NH:6][CH2:7]1.[CH:9]([CH2:10][OH:11])=[O:12].[Cl:13][CH2:14][CH2:15][Cl:16]>>[CH3:1][C:2]1([CH3:8])[O:3][CH2:4][CH2:5][N:6]([CH2:9][CH2:10][OH:11])[CH2:7]1.